Dataset: the Open Reaction Database (ORD), a public repository of structured organic reaction records. Task: describe an organic reaction: reactants, conditions, products, and yield Reactants: C(C)C=1C=NC(=NC1)N1CCC(CC1)N1N=C(C(=C1)CO)C(F)(F)F ((1-(1-(5-ethylpyrimidin-2-yl)piperidin-4-yl)-3-(trifluoromethyl)-1H-pyrazol-4-yl)methanol), C(C)(C)(C)OC(=O)N1CCC(CC1)N1N=C(N=C1)COS(=O)(=O)C (4-(3-methanesulfonyloxymethyl-[1,2,4]triazol-1-yl) -piperidine-1-carboxylic acid tert-butyl ester). Yields the product CS(=O)(=O)OCC=1C(=NN(C1)C1CCN(CC1)C1=NC=C(C=N1)CC)C(F)(F)F ((1-(1-(5-Ethylpyrimidin-2-yl)piperidin-4-yl)-3-(trifluoromethyl)-1H-pyrazol-4-yl)methyl methanesulfonate). RXN SMILES: [CH2:1]([C:3]1[CH:4]=[N:5][C:6]([N:9]2[CH2:14][CH2:13][CH:12]([N:15]3[CH:19]=[C:18]([CH2:20][OH:21])[C:17]([C:22]([F:25])([F:24])[F:23])=[N:16]3)[CH2:11][CH2:10]2)=[N:7][CH:8]=1)[CH3:2].C(OC(N1CCC(N2C=NC(C[O:45][S:46]([CH3:49])(=O)=[O:47])=N2)CC1)=O)(C)(C)C>>[CH3:49][S:46]([O:21][CH2:20][C:18]1[C:17]([C:22]([F:25])([F:24])[F:23])=[N:16][N:15]([CH:12]2[CH2:11][CH2:10][N:9]([C:6]3[N:7]=[CH:8][C:3]([CH2:1][CH3:2])=[CH:4][N:5]=3)[CH2:14][CH2:13]2)[CH:19]=1)(=[O:47])=[O:45]. Procedure: The title compound was synthesized using (1-(1-(5-ethylpyrimidin-2-yl)piperidin-4-yl)-3-(trifluoromethyl)-1H-pyrazol-4-yl)methanol in a manner similar to that described in Intermediate 1, Step 3.